Dataset: the Open Reaction Database (ORD), a public repository of structured organic reaction records. Task: describe an organic reaction: reactants, conditions, products, and yield Starting materials: N1C(CC2=CC=CC=C12)=O (oxindole), [Li]CCCC (n-BuLi), CI (methyliodine). Run in C1CCOC1 (THF). Reaction conditions: temperature -78 celsius, time 30 minute. The product is CC1C(NC2=CC=CC=C12)=O (3-Methyl-1,3-dihydro-indol-2-one). The yield is 85.6%. Reaction SMILES: [NH:1]1[C:9]2[C:4](=[CH:5][CH:6]=[CH:7][CH:8]=2)[CH2:3][C:2]1=[O:10].[Li][CH2:12]CCC.CI>C1COCC1>[CH3:12][CH:3]1[C:4]2[C:9](=[CH:8][CH:7]=[CH:6][CH:5]=2)[NH:1][C:2]1=[O:10]. Procedure details: A solution of oxindole (665 mg, 5.0 mmol) in THF (10 ml) was treated dropwise with n-BuLi (4.4 ml, 11.0 mmol) at −78° C., stirred for 30 min. at −78° C. To the reaction methyliodine (2 ml) was added dropwise at −78° C. The resulting solution was warmed up to room temperature. The mixture was quenched with water. The reaction solution was partitioned between ethylacetate and water. The organic layer was washed (brine), dried (Na2SO4), filtered and concentrated under vacumm. Purification on silica... The reactants are CCOC(=O)C=Cc1ccc(NCCCCCCCCCCCCCC[Si](C)(C)C)cc1, CCO, CC(=O)O, [OH-], O. Product: C[Si](C)(C)CCCCCCCCCCCCCCNc1ccc(C=CC(=O)O)cc1. Reaction SMILES: [CH3:1][Si:2]([CH2:3][CH2:4][CH2:5][CH2:6][CH2:7][CH2:8][CH2:9][CH2:10][CH2:11][CH2:12][CH2:13][CH2:14][CH2:15][CH2:16][NH:17][c:18]1[cH:19][cH:20][c:21]([CH:22]=[CH:23][C:24](=[O:25])[O:26][CH2:27][CH3:28])[cH:29][cH:30]1)([CH3:31])[CH3:32].[CH3:35][CH2:36][OH:37].[CH3:38][C:39](=[O:40])[OH:41].[OH-:33].[OH2:34]>>[CH3:1][Si:2]([CH2:3][CH2:4][CH2:5][CH2:6][CH2:7][CH2:8][CH2:9][CH2:10][CH2:11][CH2:12][CH2:13][CH2:14][CH2:15][CH2:16][NH:17][c:18]1[cH:19][cH:20][c:21]([CH:22]=[CH:23][C:24](=[O:25])[OH:26])[cH:29][cH:30]1)([CH3:31])[CH3:32]. The reactants are O=C=O, COc1ccc(CCCCCCI)cc1, [Li]c1ccccc1, C1CCOC1, O, CSc1ccccc1. Product: COc1ccc(CCCCCCCSc2ccccc2)cc1. RXN SMILES: [C:16](=[O:17])=[O:18].[CH3:19][O:20][c:21]1[cH:22][cH:23][c:24]([CH2:27][CH2:28][CH2:29][CH2:30][CH2:31][CH2:32][I:33])[cH:25][cH:26]1.[Li:1][c:2]1[cH:3][cH:4][cH:5][cH:6][cH:7]1.[O:35]1[CH2:36][CH2:37][CH2:38][CH2:39]1.[OH2:34].[c:8]1([S:14][CH3:15])[cH:9][cH:10][cH:11][cH:12][cH:13]1>>[c:8]1([S:14][CH2:15][CH2:32][CH2:31][CH2:30][CH2:29][CH2:28][CH2:27][c:24]2[cH:23][cH:22][c:21]([O:20][CH3:19])[cH:26][cH:25]2)[cH:9][cH:10][cH:11][cH:12][cH:13]1. Starting materials: [H-].[Na+] (sodium hydride), C(C)(C)(C)OC(=O)N1CCN(CC1)C1=C(C=CC=C1)O (4-(2-hydroxy-phenyl)-piperazine-1-carboxylic acid tert-butyl ester), ClCC(=O)N(CC)CC (2-chloro-N,N-diethyl-acetamide). Run in CN(C)C=O (DMF). Reaction conditions: temperature 80 celsius, time 10 minute. Product: C(C)(C)(C)OC(=O)N1CCN(CC1)C1=C(C=CC=C1)OCC(N(CC)CC)=O (4-(2-Diethylcarbamoylmethoxy-phenyl)-piperazine-1-carboxylic acid tert-butyl ester). Yield: 56.1%. Reaction SMILES: [C:1]([O:5][C:6]([N:8]1[CH2:13][CH2:12][N:11]([C:14]2[CH:19]=[CH:18][CH:17]=[CH:16][C:15]=2[OH:20])[CH2:10][CH2:9]1)=[O:7])([CH3:4])([CH3:3])[CH3:2].[H-].[Na+].Cl[CH2:24][C:25]([N:27]([CH2:30][CH3:31])[CH2:28][CH3:29])=[O:26]>CN(C=O)C>[C:1]([O:5][C:6]([N:8]1[CH2:9][CH2:10][N:11]([C:14]2[CH:19]=[CH:18][CH:17]=[CH:16][C:15]=2[O:20][CH2:24][C:25](=[O:26])[N:27]([CH2:30][CH3:31])[CH2:28][CH3:29])[CH2:12][CH2:13]1)=[O:7])([CH3:4])([CH3:2])[CH3:3] |f:1.2|. Reported procedure: 4-(2-hydroxy-phenyl)-piperazine-1-carboxylic acid tert-butyl ester (500 mg, 1.8 mmol) was dissolved in DMF (2 mL), and sodium hydride (1.98 mmol) was added. The mixture was stirred for about 10 minutes and 2-chloro-N,N-diethyl-acetamide (269 mg, 1.8 mmol) was added. The mixture was heated to 80° C. for about 2 hours. The mixture was concentrated and deprotected, which was then chromatographed to give about 395 mg of the final compound as a clear oil (75%). MS found 292.2 Reactants: N1=CC=CC=C1 (pyridine), Cl.NO (hydroxylamine hydrochloride), C(C)(C)N1C2CC(CC1CCC2)=O (9-isopropyl-9-aza-bicyclo[3.3.1]nonan-3-one). Run in C(C)O (ethanol). Reaction conditions: temperature 23 celsius. Product: C(C)(C)N1C2CC(CC1CCC2)=NO (9-Isopropyl-9-aza-bicyclo[3.3.1]nonan-3-one oxime). RXN SMILES: [CH:1]([N:4]1[CH:9]2[CH2:10][CH2:11][CH2:12][CH:5]1[CH2:6][C:7](=O)[CH2:8]2)([CH3:3])[CH3:2].N1C=CC=CC=1.Cl.[NH2:21][OH:22]>C(O)C>[CH:1]([N:4]1[CH:9]2[CH2:10][CH2:11][CH2:12][CH:5]1[CH2:6][C:7](=[N:21][OH:22])[CH2:8]2)([CH3:3])[CH3:2] |f:2.3|. Reported procedure: A mixture of 9-isopropyl-9-aza-bicyclo[3.3.1]nonan-3-one (CAS no: 56258-85-6) (5.0 g, 28 mmol) in ethanol (125 mL) and pyridine (3.3 mL, 41 mmol) with hydroxylamine hydrochloride (2.03 g, 29 mmol) was refluxed for 6 h. Cooled to 23° C., the precipitate was filtered off, washed with diethyl ether leaving a solid, which was partitioned between dichloromethane and sodium carbonate solution, the organic layers dried over Na2SO4, filtered and the solvents evaporated to give the title compound as a wh... Starting materials: FC=1C=C2C(=NC1)N(C=C2C2=NC=C(C(=N2)S(=O)C)F)S(=O)(=O)C2=CC=C(C=C2)C (5-fluoro-3-(5-fluoro-4-methylsulfinyl-pyrimidin-2-yl)-1-(p-tolylsulfonyl)pyrrolo[2,3-b]pyridine), FC=1C=C2C(=NC1)N(C=C2C2=NC=C(C(=N2)S(=O)C)F)S(=O)(=O)C2=CC=C(C)C=C2 (5-fluoro-3-[5-fluoro-4-(methylsulfinyl)pyrimidin-2-yl]-1-tosyl-1H-pyrrolo[2,3-b]pyridine), N[C@@H]1C[C@@H](CCC1)NC(OC(C)(C)C)=O (tert-butyl N-[(1R,3S)-3-aminocyclohexyl]carbamate). RXN SMILES: [F:1][C:2]1[CH:3]=[C:4]2[C:10]([C:11]3[N:16]=[C:15](S(C)=O)[C:14]([F:20])=[CH:13][N:12]=3)=[CH:9][N:8]([S:21]([C:24]3[CH:29]=[CH:28][C:27]([CH3:30])=[CH:26][CH:25]=3)(=[O:23])=[O:22])[C:5]2=[N:6][CH:7]=1.[NH2:31][C@H:32]1[CH2:37][CH2:36][CH2:35][C@@H:34]([NH:38][C:39](=[O:45])[O:40][C:41]([CH3:44])([CH3:43])[CH3:42])[CH2:33]1>C1COCC1>[F:20][C:14]1[C:15]([NH:31][C@H:32]2[CH2:37][CH2:36][CH2:35][C@@H:34]([NH:38][C:39](=[O:45])[O:40][C:41]([CH3:43])([CH3:42])[CH3:44])[CH2:33]2)=[N:16][C:11]([C:10]2[C:4]3[C:5](=[N:6][CH:7]=[C:2]([F:1])[CH:3]=3)[N:8]([S:21]([C:24]3[CH:29]=[CH:28][C:27]([CH3:30])=[CH:26][CH:25]=3)(=[O:23])=[O:22])[CH:9]=2)=[N:12][CH:13]=1. Procedure: 5-fluoro-3-(5-fluoro-4-methylsulfinyl-pyrimidin-2-yl)-1-(p-tolylsulfonyl)pyrrolo[2,3-b]pyridine, 44c, (5.9 g, 10.5 mmol) and tert-butyl N-[(1R,3S)-3-aminocyclohexyl]carbamate (3 g, 12.60 mmol) were dissolved in THF (100 mL). The reaction mixture was heated to 50° C. for 6 hours, then cooled to room temperature. Celite was added and the solvent was removed under reduced pressure. The Celite-supported residue was purified by silica gel chromatography (20-80% EtOAc/hexanes gradient to provide 3.7 g... Yields the product FC=1C(=NC(=NC1)C1=CN(C2=NC=C(C=C21)F)S(=O)(=O)C2=CC=C(C=C2)C)N[C@@H]2C[C@@H](CCC2)NC(OC(C)(C)C)=O (tert-butyl N-[(1R,3S)-3-[[5-fluoro-2-[5-fluoro-1-(p-tolylsulfonyl)pyrrolo[2,3-b]pyridin-3-yl]pyrimidin-4-yl]amino]cyclohexyl]carbamate). Reaction conditions: temperature 50 celsius. The solvent is C1CCOC1 (THF).